Dataset: the Open Reaction Database (ORD), a public repository of structured organic reaction records. Task: describe an organic reaction: reactants, conditions, products, and yield Reaction SMILES: [CH3:1][O:2][C:3](=[O:4])[c:5]1[n:6][c:7]([Cl:22])[c:8](-[c:12]2[cH:13][c:14]([C:18]([F:19])([F:20])[F:21])[cH:15][cH:16][cH:17]2)[cH:9][c:10]1[Cl:11].[CH3:23][c:24]1[c:25]([C:26]([OH:27])=[O:28])[n:29][cH:30][c:31](-[c:32]2[cH:33][cH:34][cH:35][c:36]([C:37]([F:38])([F:39])[F:40])[cH:41]2)[cH:42]1.[N:43]1([CH:48]2[CH2:49][CH2:50][NH:51][CH2:52][CH2:53]2)[CH2:44][CH2:45][CH2:46][CH2:47]1>>[C:3](=[O:4])([c:5]1[n:6][c:7]([Cl:22])[c:8](-[c:12]2[cH:13][c:14]([C:18]([F:19])([F:20])[F:21])[cH:15][cH:16][cH:17]2)[cH:9][c:10]1[Cl:11])[N:51]1[CH2:50][CH2:49][CH:48]([N:43]2[CH2:44][CH2:45][CH2:46][CH2:47]2)[CH2:53][CH2:52]1. The reactants are COC(=O)c1nc(Cl)c(-c2cccc(C(F)(F)F)c2)cc1Cl, Cc1cc(-c2cccc(C(F)(F)F)c2)cnc1C(=O)O, C1CCN(C2CCNCC2)C1. The product is O=C(c1nc(Cl)c(-c2cccc(C(F)(F)F)c2)cc1Cl)N1CCC(N2CCCC2)CC1. Starting materials: C1CCOC1, CO, [Li+], [OH-], O, CCOC(=O)c1coc(-c2ccc(CO)cc2)n1. Product: O=C(O)c1coc(-c2ccc(CO)cc2)n1. Reaction SMILES: [CH2:21]1[O:22][CH2:23][CH2:24][CH2:25]1.[CH3:19][OH:20].[Li+:27].[OH-:26].[OH2:28].[OH:1][CH2:2][c:3]1[cH:4][cH:5][c:6](-[c:9]2[o:10][cH:11][c:12]([C:14](=[O:15])[O:16][CH2:17][CH3:18])[n:13]2)[cH:7][cH:8]1>>[OH:1][CH2:2][c:3]1[cH:4][cH:5][c:6](-[c:9]2[o:10][cH:11][c:12]([C:14](=[O:15])[OH:16])[n:13]2)[cH:7][cH:8]1. Starting materials: CC1([C@@H]([C@@H]1\C=C\C(=O)OC)C(=O)Cl)C ((1R,cis) 2,2-dimethyl-3-[(E)-3-methoxy-3-oxo-1-propenyl]-cyclopropane-1-carboxylic acid chloride), C(C)O (ethanol). Solvent: C(Cl)(Cl)Cl (chloroform), C1=CC=CC=C1 (benzene). Yields the product CC1([C@@H]([C@@H]1\C=C\C(=O)OC)C(=O)OCC)C (ethyl (1R,cis) 2,2-dimethyl-3-[(E)-3-methoxy-3-oxo-1-propenyl]-cyclopropane-1-carboxylate). Reaction SMILES: [CH3:1][C:2]1([CH3:14])[C@@H:4](/[CH:5]=[CH:6]/[C:7]([O:9][CH3:10])=[O:8])[C@H:3]1[C:11](Cl)=[O:12].[CH2:15]([OH:17])[CH3:16]>C1C=CC=CC=1.C(Cl)(Cl)Cl>[CH3:1][C:2]1([CH3:14])[C@@H:4](/[CH:5]=[CH:6]/[C:7]([O:9][CH3:10])=[O:8])[C@H:3]1[C:11]([O:17][CH2:15][CH3:16])=[O:12]. Procedure details: Using the procedure of Example 3, 1.51 g of (1R,cis) 2,2-dimethyl-3-[(E)-3-methoxy-3-oxo-1-propenyl]-cyclopropane-1-carboxylic acid chloride in 10 ml of benzene and 0.465 ml of ethanol were reacted to obtain 0.837 g of ethyl (1R,cis) 2,2-dimethyl-3-[(E)-3-methoxy-3-oxo-1-propenyl]-cyclopropane-1-carboxylate with a specific rotation of [α]D20 =-21°±1.5° (c=1% in chloroform). Reactants: CC(=O)[O-], CC(=O)[O-], CC(=O)[O-], CCCCNc1ccccc1, [N-]=[N+]=C1C(=O)CC(CCc2cccc(O)c2)(C2CCCC2)OC1=O, [Rh+3], c1ccccc1. Product: CCCCN(C1=C(O)CC(CCc2cccc(O)c2)(C2CCCC2)OC1=O)c1ccccc1. RXN SMILES: [C:36]([O-:37])(=[O:38])[CH3:39].[C:41]([O-:42])(=[O:43])[CH3:44].[C:45]([O-:46])(=[O:47])[CH3:48].[CH2:25]([CH2:26][CH2:27][CH3:28])[NH:29][c:30]1[cH:31][cH:32][cH:33][cH:34][cH:35]1.[CH:1]1([C:6]2([CH2:16][CH2:17][c:18]3[cH:19][c:20]([OH:24])[cH:21][cH:22][cH:23]3)[CH2:7][C:8](=[O:15])[C:9](=[N+:13]=[N-:14])[C:10](=[O:12])[O:11]2)[CH2:2][CH2:3][CH2:4][CH2:5]1.[Rh+3:40].[cH:49]1[cH:50][cH:51][cH:52][cH:53][cH:54]1>>[CH:1]1([C:6]2([CH2:16][CH2:17][c:18]3[cH:19][c:20]([OH:24])[cH:21][cH:22][cH:23]3)[CH2:7][C:8]([OH:15])=[C:9]([N:29]([CH2:25][CH2:26][CH2:27][CH3:28])[c:30]3[cH:31][cH:32][cH:33][cH:34][cH:35]3)[C:10](=[O:12])[O:11]2)[CH2:2][CH2:3][CH2:4][CH2:5]1. The reactants are CCCCCCCCCCCCCC(=O)OCC(CO)OC(=O)CCCCCCCCCCCCC, Cl, Cc1ccc(S(=O)(=O)Cl)cc1, c1ccncc1. Product: CCCCCCCCCCCCCC(=O)OCC(COS(=O)(=O)c1ccc(C)cc1)OC(=O)CCCCCCCCCCCCC. RXN SMILES: [C:1]([CH2:2][CH2:3][CH2:4][CH2:5][CH2:6][CH2:7][CH2:8][CH2:9][CH2:10][CH2:11][CH2:12][CH2:13][CH3:14])(=[O:15])[O:16][CH:17]([CH2:18][OH:19])[CH2:20][O:21][C:22]([CH2:23][CH2:24][CH2:25][CH2:26][CH2:27][CH2:28][CH2:29][CH2:30][CH2:31][CH2:32][CH2:33][CH2:34][CH3:35])=[O:36].[ClH:48].[c:37]1([CH3:47])[cH:38][cH:39][c:40]([S:43](=[O:44])(=[O:45])[Cl:46])[cH:41][cH:42]1.[cH:49]1[cH:50][cH:51][n:52][cH:53][cH:54]1>>[C:1]([CH2:2][CH2:3][CH2:4][CH2:5][CH2:6][CH2:7][CH2:8][CH2:9][CH2:10][CH2:11][CH2:12][CH2:13][CH3:14])(=[O:15])[O:16][CH:17]([CH2:18][O:19][S:43]([c:40]1[cH:39][cH:38][c:37]([CH3:47])[cH:42][cH:41]1)(=[O:44])=[O:45])[CH2:20][O:21][C:22]([CH2:23][CH2:24][CH2:25][CH2:26][CH2:27][CH2:28][CH2:29][CH2:30][CH2:31][CH2:32][CH2:33][CH2:34][CH3:35])=[O:36]. The reactants are CCO, O=Cc1cccc([N+](=O)[O-])c1, NC1CCOc2ccccc21. Product: O=[N+]([O-])c1cccc(C=NC2CCOc3ccccc32)c1. RXN SMILES: [CH3:23][CH2:24][OH:25].[N+:12](=[O:13])([O-:14])[c:15]1[cH:16][c:17]([CH:18]=[O:19])[cH:20][cH:21][cH:22]1.[O:1]1[CH2:2][CH2:3][CH:4]([NH2:11])[c:5]2[cH:6][cH:7][cH:8][cH:9][c:10]21>>[O:1]1[CH2:2][CH2:3][CH:4]([N:11]=[CH:18][c:17]2[cH:16][c:15]([N+:12](=[O:13])[O-:14])[cH:22][cH:21][cH:20]2)[c:5]2[cH:6][cH:7][cH:8][cH:9][c:10]21. Reactants: CCOC(=O)CC#N, O=C1CCN(Cc2ccccc2)CC1, CC(=O)O, Cc1ccccc1. The product is CCOC(=O)C(C#N)=C1CCN(Cc2ccccc2)CC1. RXN SMILES: [C:15](#[N:16])[CH2:17][C:18](=[O:19])[O:20][CH2:21][CH3:22].[CH2:1]([c:2]1[cH:3][cH:4][cH:5][cH:6][cH:7]1)[N:8]1[CH2:9][CH2:10][C:11](=[O:14])[CH2:12][CH2:13]1.[CH3:23][C:24](=[O:25])[OH:26].[CH3:27][c:28]1[cH:29][cH:30][cH:31][cH:32][cH:33]1>>[CH2:1]([c:2]1[cH:3][cH:4][cH:5][cH:6][cH:7]1)[N:8]1[CH2:9][CH2:10][C:11](=[C:17]([C:15]#[N:16])[C:18](=[O:19])[O:20][CH2:21][CH3:22])[CH2:12][CH2:13]1. Reactants: C1CCNCC1, O=C(O)C1CC1c1nn(-c2ccccc2)c(=O)o1, CN(C)C=O. Product: O=C(C1CC1c1nn(-c2ccccc2)c(=O)o1)N1CCCCC1. As a reaction SMILES: [CH2:19]1[CH2:20][CH2:21][NH:22][CH2:23][CH2:24]1.[O:1]=[c:2]1[n:3](-[c:13]2[cH:14][cH:15][cH:16][cH:17][cH:18]2)[n:4][c:5]([CH:7]2[CH:8]([C:10](=[O:11])[OH:12])[CH2:9]2)[o:6]1.[O:25]=[CH:26][N:27]([CH3:28])[CH3:29]>>[O:1]=[c:2]1[n:3](-[c:13]2[cH:14][cH:15][cH:16][cH:17][cH:18]2)[n:4][c:5]([CH:7]2[CH:8]([C:10](=[O:12])[N:22]3[CH2:21][CH2:20][CH2:19][CH2:24][CH2:23]3)[CH2:9]2)[o:6]1. Product: COc1cc(Cl)c(C)c2c1N=C(N)NC2C. Starting materials: CC#N, COc1cc(Cl)c(C)c2c1N=C(SC)NC2C, I, [NH4+], [Na+], [OH-], [OH-], O, OO. As a reaction SMILES: [CH3:25][C:26]#[N:27].[Cl:2][c:3]1[c:4]([CH3:18])[c:5]2[c:10]([c:11]([O:13][CH3:14])[cH:12]1)[N:9]=[C:8]([S:15][CH3:16])[NH:7][CH:6]2[CH3:17].[IH:1].[NH4+:19].[Na+:22].[OH-:20].[OH-:21].[OH2:28].[OH:23][OH:24]>>[Cl:2][c:3]1[c:4]([CH3:18])[c:5]2[c:10]([c:11]([O:13][CH3:14])[cH:12]1)[N:9]=[C:8]([NH2:19])[NH:7][CH:6]2[CH3:17].